Dataset: the Open Reaction Database (ORD), a public repository of structured organic reaction records. Task: describe an organic reaction: reactants, conditions, products, and yield Reactants: S(=O)(Cl)Cl (thionyl chloride), S(=O)(Cl)Cl (thionyl chloride), S(=O)(Cl)Cl (thionyl chloride), C(CCCCCCC\C=C/CCCCCC)(=O)O (palmitoleic acid). Run in O (water). Conditions: temperature 40 celsius, time 55 minute. Product: acyl chloride, C(CCCCCCC\C=C/CCCCCC)(=O)Cl ((Z)-hexadec-9-enoyl chloride). As a reaction SMILES: S(Cl)([Cl:3])=O.[C:5]([OH:22])(=O)[CH2:6][CH2:7][CH2:8][CH2:9][CH2:10][CH2:11][CH2:12]/[CH:13]=[CH:14]\[CH2:15][CH2:16][CH2:17][CH2:18][CH2:19][CH3:20]>O>[C:5]([Cl:3])(=[O:22])[CH2:6][CH2:7][CH2:8][CH2:9][CH2:10][CH2:11][CH2:12]/[CH:13]=[CH:14]\[CH2:15][CH2:16][CH2:17][CH2:18][CH2:19][CH3:20]. Reported procedure: In a dry 2-necked, round bottomed flask, equipped with a magnetic stirrer and fixed with a separatory funnel, containing 13.15 ml (180 mmol) of thionyl chloride, and a water condenser, is placed 28.45 ml (100 mmol) of palmitoleic acid. Addition of the thionyl chloride is completed with heating to about 40° C. over the course of about 30 minutes. When addition of the thionyl chloride is complete the mixture is heated and stirred for an additional 55 minutes. The water condenser is then replaced w... The reactants are CO, Cl, [Li+], [OH-], O, COC(=O)C1(c2ccc3[nH]ccc3c2)CC1. Product: O=C(O)C1(c2ccc3[nH]ccc3c2)CC1. As a reaction SMILES: [CH3:20][OH:21].[ClH:19].[Li+:18].[OH-:17].[OH2:22].[nH:1]1[cH:2][cH:3][c:4]2[cH:5][c:6]([C:10]3([C:13](=[O:14])[O:15][CH3:16])[CH2:11][CH2:12]3)[cH:7][cH:8][c:9]12>>[nH:1]1[cH:2][cH:3][c:4]2[cH:5][c:6]([C:10]3([C:13](=[O:14])[OH:15])[CH2:11][CH2:12]3)[cH:7][cH:8][c:9]12.